Dataset: the Open Reaction Database (ORD), a public repository of structured organic reaction records. Task: describe an organic reaction: reactants, conditions, products, and yield Starting materials: O=C([O-])O, CCOC(=O)c1cc(OC)ccc1NC(=O)COCC(=O)O, C1CCOC1, c1ccc(C(c2ccccc2)N2CCNCC2)cc1, O=C(Cl)C(=O)Cl, [Na+], CN(C)C=O, O. Yields the product CCOC(=O)c1cc(OC)ccc1NC(=O)COCC(=O)N1CCN(C(c2ccccc2)c2ccccc2)CC1. Reaction SMILES: [C:48](=[O:49])([O-:50])[OH:51].[CH2:1]([CH3:2])[O:3][C:4](=[O:5])[c:6]1[c:7]([NH:14][C:15]([CH2:16][O:17][CH2:18][C:19](=[O:20])[OH:21])=[O:22])[cH:8][cH:9][c:10]([O:12][CH3:13])[cH:11]1.[CH2:53]1[O:54][CH2:55][CH2:56][CH2:57]1.[CH:29]([c:30]1[cH:31][cH:32][cH:33][cH:34][cH:35]1)([c:36]1[cH:37][cH:38][cH:39][cH:40][cH:41]1)[N:42]1[CH2:43][CH2:44][NH:45][CH2:46][CH2:47]1.[Cl:23][C:24]([C:25]([Cl:26])=[O:27])=[O:28].[Na+:52].[O:59]=[CH:60][N:61]([CH3:62])[CH3:63].[OH2:58]>>[CH2:1]([CH3:2])[O:3][C:4](=[O:5])[c:6]1[c:7]([NH:14][C:15]([CH2:16][O:17][CH2:18][C:19](=[O:21])[N:45]2[CH2:44][CH2:43][N:42]([CH:29]([c:30]3[cH:31][cH:32][cH:33][cH:34][cH:35]3)[c:36]3[cH:37][cH:38][cH:39][cH:40][cH:41]3)[CH2:47][CH2:46]2)=[O:22])[cH:8][cH:9][c:10]([O:12][CH3:13])[cH:11]1. Reactants: COC(=O)CBr, CC1CN(C2CCCCc3ccccc32)CCN1, CC#N, CCN(C(C)C)C(C)C. Yields the product COC(=O)CN1CCN(C2CCCCc3ccccc32)CC1C. As a reaction SMILES: [Br:19][CH2:20][C:21](=[O:22])[O:23][CH3:24].[CH3:1][CH:2]1[CH2:3][N:4]([CH:8]2[CH2:9][CH2:10][CH2:11][CH2:12][c:13]3[c:14]2[cH:15][cH:16][cH:17][cH:18]3)[CH2:5][CH2:6][NH:7]1.[CH3:34][C:35]#[N:36].[CH:25]([N:26]([CH:27]([CH3:28])[CH3:29])[CH2:30][CH3:31])([CH3:32])[CH3:33]>>[CH3:1][CH:2]1[CH2:3][N:4]([CH:8]2[CH2:9][CH2:10][CH2:11][CH2:12][c:13]3[c:14]2[cH:15][cH:16][cH:17][cH:18]3)[CH2:5][CH2:6][N:7]1[CH2:20][C:21](=[O:22])[O:23][CH3:24]. The reactants are C(C)(C)N1CCNCC=2C(=C3N(CCC=4C=C(C(=CC34)C=3C=NC=CC3)OC)C2C1=O)C=1SC=CC1 (9-isopropyl-3-methoxy-2-pyridin-3-yl-14-(2-thienyl)-5,6,10,11,12,13-hexahydro[1,4]diazocino[6′,7′:4,5]pyrrolo[2,1-a]isoquinolin-8(9H)-one), CC(=O)OC(=O)C (Ac2O), [NH4+].[OH-] (NH4OH), O (water). The reagents and catalysts are CN(C)C=1C=CN=CC1 (DMAP). The solvent is N1=CC=CC=C1 (pyridine). Reaction conditions: time 1 hour. Yields the product C(C)(=O)N1CCN(C(C2=C(C(=C3N2CCC=2C=C(C(=CC32)C=3C=NC=CC3)OC)C=3SC=CC3)C1)=O)C(C)C (12-acetyl-9-isopropyl-3-methoxy-2-pyridin-3-yl-14-(2-thienyl)-5,6,10,11,12,13-hexahydro[1,4]diazocino[6′,7′:4,5]pyrrolo[2,1-a]isoquinolin-8(9H)-one). Reaction SMILES: [CH:1]([N:4]1[C:30](=[O:31])[C:29]2[N:12]3[CH2:13][CH2:14][C:15]4[CH:16]=[C:17]([O:27][CH3:28])[C:18]([C:21]5[CH:22]=[N:23][CH:24]=[CH:25][CH:26]=5)=[CH:19][C:20]=4[C:11]3=[C:10]([C:32]3[S:33][CH:34]=[CH:35][CH:36]=3)[C:9]=2[CH2:8][NH:7][CH2:6][CH2:5]1)([CH3:3])[CH3:2].[CH3:37][C:38](OC(C)=O)=[O:39].O.[NH4+].[OH-]>N1C=CC=CC=1.CN(C1C=CN=CC=1)C>[C:38]([N:7]1[CH2:8][C:9]2[C:10]([C:32]3[S:33][CH:34]=[CH:35][CH:36]=3)=[C:11]3[C:20]4[CH:19]=[C:18]([C:21]5[CH:22]=[N:23][CH:24]=[CH:25][CH:26]=5)[C:17]([O:27][CH3:28])=[CH:16][C:15]=4[CH2:14][CH2:13][N:12]3[C:29]=2[C:30](=[O:31])[N:4]([CH:1]([CH3:3])[CH3:2])[CH2:5][CH2:6]1)(=[O:39])[CH3:37] |f:3.4|. Procedure: A solution of 32 mg of 10n in 200 μl of pyridine was treated with 30 μl of Ac2O and 1 mg of DMAP and was stirred at RT for 1 hr. Then, 2 ml of water was added and stirring was continued for 1 hr at RT. The mixture was made slightly alkaline by addition of conc. aq. NH4OH and was extracted with ethyl acetate. The organic layer was washed with a small amount of sat. NaCl, dried, concentrated and treated with diisopropyl ether, to give 30 mg of white crystalline 10p. Mp: 225-226° C.; Rf 0.40 (CH2Cl... Starting materials: C(C1=CC=CC=C1)OC(=O)[C@H]1N(C[C@@H](C1)F)C(NC1=CN(C2=CC=CC=C12)C(N)=O)=O ((2S,4R)-1-(1-carbamoyl-1H-indol-3-ylcarbamoyl)-4-fluoro-pyrrolidine-2-carboxylic acid benzyl ester). Reagents/catalysts: [Pd] (Pd/C). Run in C1CCOC1 (THF). Conditions: time 16 hour. Product: C(N)(=O)N1C=C(C2=CC=CC=C12)NC(=O)N1[C@@H](C[C@H](C1)F)C(=O)O ((2S,4R)-1-(1-Carbamoyl-1H-indol-3-ylcarbamoyl)-4-fluoro-pyrrolidine-2-carboxylic acid). Reaction SMILES: C([O:8][C:9]([C@@H:11]1[CH2:15][C@@H:14]([F:16])[CH2:13][N:12]1[C:17](=[O:31])[NH:18][C:19]1[C:27]2[C:22](=[CH:23][CH:24]=[CH:25][CH:26]=2)[N:21]([C:28](=[O:30])[NH2:29])[CH:20]=1)=[O:10])C1C=CC=CC=1>C1COCC1.[Pd]>[C:28]([N:21]1[C:22]2[C:27](=[CH:26][CH:25]=[CH:24][CH:23]=2)[C:19]([NH:18][C:17]([N:12]2[CH2:13][C@H:14]([F:16])[CH2:15][C@H:11]2[C:9]([OH:10])=[O:8])=[O:31])=[CH:20]1)(=[O:30])[NH2:29]. Procedure: To a solution of (2S,4R)-1-(1-carbamoyl-1H-indol-3-ylcarbamoyl)-4-fluoro-pyrrolidine-2-carboxylic acid benzyl ester (2.5 g, 5.89 mmol) in THF (40 mL) was added Pd/C 10% (500 mg). Air was removed from the flask under high vacuum and replaced with nitrogen, this operation was repeated three times and finally nitrogen was removed and replaced with hydrogen. The mixture was stirred under a hydrogen atmosphere for 16 h. Hydrogen was removed under vacuum and replaced with nitrogen and the catalyst was...